This data is from the Open Reaction Database (ORD), a public repository of structured organic reaction records. The task is: describe an organic reaction: reactants, conditions, products, and yield Reactants: ClCC1=NC=CC(=C1)C1=C(N=C(S1)CC)C1=CC(=CC=C1)C (5-(2-chloromethyl-4-pyridyl)-2-ethyl-4-(3-methylphenyl)-1,3-thiazole), N1CCCC1 (pyrrolidine), C([O-])([O-])=O.[K+].[K+] (potassium carbonate). Yields the product Cl.Cl.C(C)C=1SC(=C(N1)C1=CC(=CC=C1)C)C1=CC(=NC=C1)CN1CCCC1 (2-ethyl-4-(3-methylphenyl)-5-[2-(1-pyrrolidinylmethyl)-4-pyridyl]-1,3-thiazole dihydrochloride). The yield is 85.0%. As a reaction SMILES: [Cl:1][CH2:2][C:3]1[CH:8]=[C:7]([C:9]2[S:13][C:12]([CH2:14][CH3:15])=[N:11][C:10]=2[C:16]2[CH:21]=[CH:20][CH:19]=[C:18]([CH3:22])[CH:17]=2)[CH:6]=[CH:5][N:4]=1.C(=O)([O-])[O-].[K+].[K+].[NH:29]1[CH2:33][CH2:32][CH2:31][CH2:30]1>>[ClH:1].[ClH:1].[CH2:14]([C:12]1[S:13][C:9]([C:7]2[CH:6]=[CH:5][N:4]=[C:3]([CH2:2][N:29]3[CH2:33][CH2:32][CH2:31][CH2:30]3)[CH:8]=2)=[C:10]([C:16]2[CH:21]=[CH:20][CH:19]=[C:18]([CH3:22])[CH:17]=2)[N:11]=1)[CH3:15] |f:1.2.3,5.6.7|. Procedure: To a solution of 5-(2-chloromethyl-4-pyridyl)-2-ethyl-4-(3-methylphenyl)-1,3-thiazole (0.20 g, 0.61 mmol) in pyrrolidine (0.5 mL) was stirred for 1 hour at 80° C. After cooling, to this was added an aqueous potassium carbonate solution, and extracted with ethyl acetate. The extracts were washed with brine, then, dried and concentrated. The residue was purified by alumina column chromatography (hexane-ethyl acetate=2:1). The resulting oil was made into a hydrochloride by using a solution of 4N-hy... Starting materials: CSc1nccc(C(=O)O)n1, O=C(Cl)C(=O)Cl, ClCCl, CN(C)C=O. Product: CSc1nccc(C(=O)Cl)n1. Reaction SMILES: [CH3:1][S:2][c:3]1[n:4][cH:5][cH:6][c:7]([C:9](=[O:10])[OH:11])[n:8]1.[Cl:12][C:13]([C:14]([Cl:15])=[O:16])=[O:17].[Cl:23][CH2:24][Cl:25].[O:18]=[CH:19][N:20]([CH3:21])[CH3:22]>>[CH3:1][S:2][c:3]1[n:4][cH:5][cH:6][c:7]([C:9](=[O:11])[Cl:12])[n:8]1. Starting materials: O=C(O)c1ccc(C(F)(F)F)cn1, Nc1ccc(Cl)cc1. The reagents and catalysts are CCN=C=NCCCN(C)C.Cl (EDC-HCl), CCN(C(C)C)C(C)C (DIPEA), C1CC(=O)N(C1=O)O (N-Hydroxysuccinimide). Solvent: CN(C)C=O (DMF), CN(C)C=O (DMF), CN(C)C=O (DMF), CN(C)C=O (DMF), CN(C)C=O (DMF), CN(C)C=O (DMF). Conditions: temperature 25 celsius, time 2 hour. Product: O=C(Nc1ccc(Cl)cc1)c1ccc(C(F)(F)F)cn1. The yield is 9.4%. Reaction SMILES: Nc1ccc(Cl)cc1.O=C(O)c1ccc(C(F)(F)F)cn1.CCN=C=NCCCN(C)C.Cl.C1CC(=O)N(C1=O)O.CCN(C(C)C)C(C)C.CN(C)C=O>>O=C(Nc1ccc(Cl)cc1)c1ccc(C(F)(F)F)cn1. The reactants are C1CCOC1, [Li]CCCC, CC(=O)O, COc1cccc2c1nc(C(F)F)n2-c1nc(Cl)nc(N2CCOCC2)n1, Nc1ccc(F)nc1, O. The product is COc1cccc2c1nc(C(F)F)n2-c1nc(Nc2ccc(F)nc2)nc(N2CCOCC2)n1. RXN SMILES: [CH2:41]1[O:42][CH2:43][CH2:44][CH2:45]1.[CH2:9]([Li:10])[CH2:11][CH2:12][CH3:13].[CH3:46][C:47](=[O:48])[OH:49].[Cl:14][c:15]1[n:16][c:17](-[n:27]2[c:28]([CH:38]([F:39])[F:40])[n:29][c:30]3[c:31]2[cH:32][cH:33][cH:34][c:35]3[O:36][CH3:37])[n:18][c:19]([N:21]2[CH2:22][CH2:23][O:24][CH2:25][CH2:26]2)[n:20]1.[NH2:1][c:2]1[cH:3][cH:4][c:5]([F:8])[n:6][cH:7]1.[OH2:50]>>[NH:1]([c:2]1[cH:3][cH:4][c:5]([F:8])[n:6][cH:7]1)[c:15]1[n:16][c:17](-[n:27]2[c:28]([CH:38]([F:39])[F:40])[n:29][c:30]3[c:31]2[cH:32][cH:33][cH:34][c:35]3[O:36][CH3:37])[n:18][c:19]([N:21]2[CH2:22][CH2:23][O:24][CH2:25][CH2:26]2)[n:20]1. Reactants: [OH-].[Li+] (lithium hydroxide), C(C1=CC=CC=C1)(=O)CNCC=1C=C(C=CC1)C1=CC=C(C=C1)C[C@@H](C(=O)OC)NC(=CC(C1=CC=CC=C1)=O)C (methyl (S)-3-{3′-[(benzoylmethylamino)methyl]biphenyl-4-yl}-2-(1-methyl-3-oxo-3-phenyl-propenylamino)propionate), Cl (hydrochloric acid). Solvent: CO.C1CCOC1 (methanol THF). Reaction conditions: time 16 hour. Yields the product C(C1=CC=CC=C1)(=O)CNCC=1C=C(C=CC1)C1=CC=C(C=C1)C[C@@H](C(=O)O)NC(=CC(C1=CC=CC=C1)=O)C ((S)-3-{3′-[(benzoylmethylamino)methyl]biphenyl-4-yl}-2-(1-methyl-3-oxo-3-phenylpropenylamino)propionic acid). Isolated yield 16.6%. RXN SMILES: [OH-].[Li+].[C:3]([CH2:11][NH:12][CH2:13][C:14]1[CH:15]=[C:16]([C:20]2[CH:25]=[CH:24][C:23]([CH2:26][C@H:27]([NH:32][C:33]([CH3:43])=[CH:34][C:35](=[O:42])[C:36]3[CH:41]=[CH:40][CH:39]=[CH:38][CH:37]=3)[C:28]([O:30]C)=[O:29])=[CH:22][CH:21]=2)[CH:17]=[CH:18][CH:19]=1)(=[O:10])[C:4]1[CH:9]=[CH:8][CH:7]=[CH:6][CH:5]=1.Cl>CO.C1COCC1>[C:3]([CH2:11][NH:12][CH2:13][C:14]1[CH:15]=[C:16]([C:20]2[CH:25]=[CH:24][C:23]([CH2:26][C@H:27]([NH:32][C:33]([CH3:43])=[CH:34][C:35](=[O:42])[C:36]3[CH:37]=[CH:38][CH:39]=[CH:40][CH:41]=3)[C:28]([OH:30])=[O:29])=[CH:22][CH:21]=2)[CH:17]=[CH:18][CH:19]=1)(=[O:10])[C:4]1[CH:5]=[CH:6][CH:7]=[CH:8][CH:9]=1 |f:0.1,4.5|. Procedure details: 1.7 ml (1.70 mmol) of an aqueous 1M lithium hydroxide solution are added to a solution containing 620 mg (1.13 mmol) of methyl (S)-3-{3′-[(benzoylmethylamino)methyl]biphenyl-4-yl}-2-(1-methyl-3-oxo-3-phenyl-propenylamino)propionate in 10 ml of a methanol/THF mixture (3/1). After stirring for 16 h, the medium is acidified with 1N hydrochloric acid until pH=4, extracted with ethyl acetate, dried over magnesium sulfate, and concentrated. The residue is purified by chromatography on a column of sili... Reactants: BrC=1C(=NC=CC1C)OCC1=CC=C(C=C1)OC (3-bromo-2-(4-methoxybenzyloxy)-4-methylpyridine), OC1CCNCC1 (4-hydroxypiperidine), C1(=CC=CC=C1)P(C1=C(C2=CC=CC=C2C=C1)C1=C(C=CC2=CC=CC=C12)P(C1=CC=CC=C1)C1=CC=CC=C1)C1=CC=CC=C1 (racemic-2,2′-bis(diphenylphosphino)-1,1′-binaphthyl), CC(C)([O-])C.[Na+] (sodium-t-butoxide). The reagents and catalysts are C=1C=CC(=CC1)/C=C/C(=O)/C=C/C2=CC=CC=C2.C=1C=CC(=CC1)/C=C/C(=O)/C=C/C2=CC=CC=C2.C=1C=CC(=CC1)/C=C/C(=O)/C=C/C2=CC=CC=C2.[Pd].[Pd] (tris(dibenzylideneacetone)dipalladium). Solvent: C1(=CC=CC=C1)C (toluene). Yields the product COC1=CC=C(COC2=NC=CC(=C2N2CCC(CC2)O)C)C=C1 (2′-(4-Methoxybenzyloxy)-4′-methyl-3,4,5,6-tetrahydro-2H-[1,3′]bipyridinyl-4-ol), oil. The yield is 70.0%. Reaction SMILES: Br[C:2]1[C:3]([O:9][CH2:10][C:11]2[CH:16]=[CH:15][C:14]([O:17][CH3:18])=[CH:13][CH:12]=2)=[N:4][CH:5]=[CH:6][C:7]=1[CH3:8].[OH:19][CH:20]1[CH2:25][CH2:24][NH:23][CH2:22][CH2:21]1.C1(P(C2C=CC=CC=2)C2C=CC3C(=CC=CC=3)C=2C2C3C(=CC=CC=3)C=CC=2P(C2C=CC=CC=2)C2C=CC=CC=2)C=CC=CC=1.CC(C)([O-])C.[Na+]>C1(C)C=CC=CC=1.C1C=CC(/C=C/C(/C=C/C2C=CC=CC=2)=O)=CC=1.C1C=CC(/C=C/C(/C=C/C2C=CC=CC=2)=O)=CC=1.C1C=CC(/C=C/C(/C=C/C2C=CC=CC=2)=O)=CC=1.[Pd].[Pd]>[CH3:18][O:17][C:14]1[CH:15]=[CH:16][C:11]([CH2:10][O:9][C:3]2[C:2]([N:23]3[CH2:24][CH2:25][CH:20]([OH:19])[CH2:21][CH2:22]3)=[C:7]([CH3:8])[CH:6]=[CH:5][N:4]=2)=[CH:12][CH:13]=1 |f:3.4,6.7.8.9.10|. Procedure details: A mixture of 3-bromo-2-(4-methoxybenzyloxy)-4-methylpyridine (6.40 g, 20.77 mmol), 4-hydroxypiperidine (3.15 g, 31.15 mmol), tris(dibenzylideneacetone)dipalladium (761 mg, 0.831 mmol), racemic-2,2′-bis(diphenylphosphino)-1,1′-binaphthyl (1.03 g, 1.66 mmol), and sodium-t-butoxide (2.79 g, 29.08 mmol) in anhydrous toluene (200 ml) was heated at reflux under nitrogen for 22 hours. Upon cooling to room temperature, the reaction mixture was filtered through celite and the filtrate was diluted with et... The reactants are COC=1C=CC=C2C(=NC(=NC12)O)C (8-methoxy-4-methylquinazolin-2-ol), O=P(Cl)(Cl)Cl (POCl3). Solvent: O (water). Conditions: temperature 100 celsius. Product: ClC1=NC2=C(C=CC=C2C(=N1)C)OC (2-chloro-8-methoxy-4-methylquinazoline). Reaction SMILES: [CH3:1][O:2][C:3]1[CH:4]=[CH:5][CH:6]=[C:7]2[C:12]=1[N:11]=[C:10](O)[N:9]=[C:8]2[CH3:14].O=P(Cl)(Cl)[Cl:17]>O>[Cl:17][C:10]1[N:9]=[C:8]([CH3:14])[C:7]2[C:12](=[C:3]([O:2][CH3:1])[CH:4]=[CH:5][CH:6]=2)[N:11]=1. Procedure details: To 8-methoxy-4-methylquinazolin-2-ol was added POCl3 and the mixture was added heated to 100° C. for 16 h when the reaction went to completion. To the reaction mixture was added ice and water and the precipitated solid was filtered and dried on the high vacuum overnight to give 2-chloro-8-methoxy-4-methylquinazoline. ES/MS m/z 209 (MH+). Reactants: ClCCCl, CN(C)C=O, On1nnc2ccccc21, NCCCn1ccnc1, O=C(O)c1cc(-c2ccco2)on1. Product: O=C(NCCCn1ccnc1)c1cc(-c2ccco2)on1. As a reaction SMILES: [CH2:33]([Cl:34])[CH2:35][Cl:36].[O:37]=[CH:38][N:39]([CH3:40])[CH3:41].[OH:23][n:24]1[c:25]2[c:26]([cH:27][cH:28][cH:29][cH:30]2)[n:31][n:32]1.[n:14]1([CH2:19][CH2:20][CH2:21][NH2:22])[cH:15][n:16][cH:17][cH:18]1.[o:1]1[c:2](-[c:6]2[cH:7][c:8]([C:11](=[O:12])[OH:13])[n:9][o:10]2)[cH:3][cH:4][cH:5]1>>[o:1]1[c:2](-[c:6]2[cH:7][c:8]([C:11](=[O:13])[NH:22][CH2:21][CH2:20][CH2:19][n:14]3[cH:15][n:16][cH:17][cH:18]3)[n:9][o:10]2)[cH:3][cH:4][cH:5]1. Product: OCC(O)CCC=CCC1CC1. As a reaction SMILES: [C:16]([OH:17])(=[O:18])[CH3:19].[CH:1]1([CH2:4][CH:5]=[CH:6][CH2:7][CH2:8][CH:9]2[O:10][C:11]([CH3:14])([CH3:15])[O:12][CH2:13]2)[CH2:2][CH2:3]1>>[CH:1]1([CH2:4][CH:5]=[CH:6][CH2:7][CH2:8][CH:9]([OH:10])[CH2:13][OH:12])[CH2:2][CH2:3]1. Reactants: CC(=O)O, CC1(C)OCC(CCC=CCC2CC2)O1. Reactants: BrC1=CC(=NN1C)N (5-Bromo-1-methyl-1H-pyrazol-3-amine), CCN(C(C)C)C(C)C (DIPEA), S(=O)(=O)(C)Cl (mesyl chloride). Solvent: ClCCCl (1,2-dichloroethane), ClCCCl (1,2-dichloroethane). Run at time 3 hour. Product: BrC1=CC(=NN1C)NS(=O)(=O)C (N-(5-Bromo-1-methyl-1H-pyrazol-3-yl)methanesulfonamide). The yield is 53.8%. Reaction SMILES: [Br:1][C:2]1[N:6]([CH3:7])[N:5]=[C:4]([NH2:8])[CH:3]=1.CCN(C(C)C)C(C)C.[S:18](Cl)([CH3:21])(=[O:20])=[O:19]>ClCCCl>[Br:1][C:2]1[N:6]([CH3:7])[N:5]=[C:4]([NH:8][S:18]([CH3:21])(=[O:20])=[O:19])[CH:3]=1. Reported procedure: 5-Bromo-1-methyl-1H-pyrazol-3-amine (500 mg, 2.84 mmol) and DIPEA (2.47 mL, 14.2 mmol) were stirred in anhydrous 1,2-dichloroethane (8 mL) at room temperature, then mesyl chloride (550 μL, 7.1 mmol) in 1,2-dichloroethane (1.5 mL) was added dropwise. The mixture was stirred at room temperature for 3 h, then partitioned between DCM and water. The organic phases were separated and washed with brine, then dried over sodium sulfate and concentrated. To the resulting orange/brown solid was added 1M te...